This data is from the Open Reaction Database (ORD), a public repository of structured organic reaction records. The task is: describe an organic reaction: reactants, conditions, products, and yield Reactants: CC(=O)O, CC(C)(C)OC(=O)N1CC=C(c2ccc3c(N)ncnn23)CC1, O=[Pt]=O. The product is CC(C)(C)OC(=O)N1CCC(c2ccc3c(N)ncnn23)CC1. RXN SMILES: [CH3:24][C:25](=[O:26])[OH:27].[NH2:1][c:2]1[n:3][cH:4][n:5][n:6]2[c:7]1[cH:8][cH:9][c:10]2[C:11]1=[CH:16][CH2:15][N:14]([C:17](=[O:18])[O:19][C:20]([CH3:21])([CH3:22])[CH3:23])[CH2:13][CH2:12]1.[Pt:28](=[O:29])=[O:30]>>[NH2:1][c:2]1[n:3][cH:4][n:5][n:6]2[c:7]1[cH:8][cH:9][c:10]2[CH:11]1[CH2:12][CH2:13][N:14]([C:17](=[O:18])[O:19][C:20]([CH3:21])([CH3:22])[CH3:23])[CH2:15][CH2:16]1. Reactants: OCC1CCCCC1 ((hydroxymethyl)-cyclohexane), C(=O)(Cl)Cl (phosgene), NC1=CC=C(C=C1)C=1C(CC(NN1)=O)C (6-(p-aminophenyl)-4,5-dihydro-5-methyl-3(2H)-pyridazinone). Run in CCOCC (ether). Conditions: time 1 hour. Product: ethyl acetate petroleum ether, C1(CCCCC1)COC(=O)NC1=CC=C(C=C1)C=1C(CC(NN1)=O)C (6-(p-cyclohexylmethoxycarbonylaminophenyl)-4,5-dihydro-5-methyl-3(2H)-pyridazinone). Yield: 24.9%. Reaction SMILES: [OH:1][CH2:2][CH:3]1[CH2:8][CH2:7][CH2:6][CH2:5][CH2:4]1.[C:9](Cl)(Cl)=[O:10].[NH2:13][C:14]1[CH:19]=[CH:18][C:17]([C:20]2[CH:21]([CH3:27])[CH2:22][C:23](=[O:26])[NH:24][N:25]=2)=[CH:16][CH:15]=1>CCOCC>[CH:3]1([CH2:2][O:1][C:9]([NH:13][C:14]2[CH:19]=[CH:18][C:17]([C:20]3[CH:21]([CH3:27])[CH2:22][C:23](=[O:26])[NH:24][N:25]=3)=[CH:16][CH:15]=2)=[O:10])[CH2:8][CH2:7][CH2:6][CH2:5][CH2:4]1. Procedure details: 5.9 g (51.7 millimoles) of (hydroxymethyl)-cyclohexane are added dropwise to a stirred solution of 13.0 g (131.4 millimoles) of phosgene in 100 ml of absolute ether at 0°-10° C. The reaction solution is then stirred for 1 hour at 0°-10° C., and then for an hour at room temperature, and the excess phosgene is removed by means of a dry stream of nitrogen, after which the ether is removed under reduced pressure at room temperature. The cyclohexylmethyl chloroformate which is left (8.5 g) is reacted... Starting materials: NC=1C=C2C(C(NC2=CC1N)=O)(C)C (5,6-diamino-3,3-dimethylindolin-2-one), ice water, N (ammonia), C(C(=C)C)(=O)O (methacrylic acid), polyphosphoric acid. Run in CS(=O)C (dimethyl sulphoxide). The product is CC1(C(NC2=CC3=C(N=C(N3)C(=C)C)C=C21)=O)C (7,7-Dimethyl-2-(isopropenyl)-6,7-dihydro-3 H,5H-pyrrolo[2,3-f]benzimidazol-6-one). Reaction SMILES: [NH2:1][C:2]1[CH:3]=[C:4]2[C:8](=[CH:9][C:10]=1[NH2:11])[NH:7][C:6](=[O:12])[C:5]2([CH3:14])[CH3:13].[C:15](O)(=O)[C:16]([CH3:18])=[CH2:17].N>CS(C)=O>[CH3:13][C:5]1([CH3:14])[C:4]2[C:8](=[CH:9][C:10]3[NH:11][C:17]([C:16]([CH3:18])=[CH2:15])=[N:1][C:2]=3[CH:3]=2)[NH:7][C:6]1=[O:12]. Procedure: 3.0 g. (15.7 mmole) 5,6-diamino-3,3-dimethylindolin-2-one and 1.37 g. (15.9 mmole) methacrylic acid are heated for 30 minutes at 200° C. in 28 g. polyphosphoric acid. Thereafter, the reaction mixture is mixed with 40 ml. ice water. The brown suspension obtained is adjusted, while cooling with ice, to pH 8 with 45 ml. concentrated aqueous ammonia solution. The substance is filtered off with suction and washed with a little water. There are obtained 3.74 g. of crude product which are dissolved in ... Reactants: Brc1ccccc1OC1CCNCC1, CCN=C=NCCCN(C)C, CCN(C(C)C)C(C)C, Cl, O=C(O)C(F)(F)F, CN(C)C=O, O, On1nnc2ccccc21, O=C(O)CNC(=O)c1ccc(-c2ccccc2)cc1. The product is O=C(NCC(=O)N1CCC(Oc2ccccc2Br)CC1)c1ccc(-c2ccccc2)cc1. Reaction SMILES: [Br:58][c:59]1[c:60]([O:61][CH:62]2[CH2:63][CH2:64][NH:65][CH2:66][CH2:67]2)[cH:68][cH:69][cH:70][cH:71]1.[CH3:39][CH2:40][N:41]=[C:42]=[N:43][CH2:44][CH2:45][CH2:46][N:47]([CH3:48])[CH3:49].[CH:20]([N:21]([CH2:22][CH3:23])[CH:24]([CH3:25])[CH3:26])([CH3:27])[CH3:28].[ClH:50].[F:51][C:52]([F:53])([F:54])[C:55]([OH:56])=[O:57].[O:72]=[CH:73][N:74]([CH3:75])[CH3:76].[OH2:77].[OH:29][n:30]1[c:31]2[c:32]([cH:33][cH:34][cH:35][cH:36]2)[n:37][n:38]1.[c:1]1(-[c:14]2[cH:15][cH:16][cH:17][cH:18][cH:19]2)[cH:2][cH:3][c:4]([C:7](=[O:8])[NH:9][CH2:10][C:11](=[O:12])[OH:13])[cH:5][cH:6]1>>[c:1]1(-[c:14]2[cH:15][cH:16][cH:17][cH:18][cH:19]2)[cH:2][cH:3][c:4]([C:7](=[O:8])[NH:9][CH2:10][C:11](=[O:13])[N:65]2[CH2:64][CH2:63][CH:62]([O:61][c:60]3[c:59]([Br:58])[cH:71][cH:70][cH:69][cH:68]3)[CH2:67][CH2:66]2)[cH:5][cH:6]1. Reactants: product, CC(C1=CC=CC=C1)N1CC(C1)OC=1C=C(C#N)C=CC1 (3-[1-(α-Methylbenzyl)3-azetidinyloxy]benzonitrile), C(C)(C)(C)O (t-butyl alcohol), O (water), [OH-].[K+] (potassium hydroxide). The product is C(C(=O)O)(=O)O.CC(C1=CC=CC=C1)N1CC(C1)OC=1C=C(C(=O)N)C=CC1 (3-[1-(α-Methylbenzyl)-3-azetidinyloxy]benzamide Oxalate). RXN SMILES: [CH3:1][CH:2]([N:9]1[CH2:12][CH:11]([O:13][C:14]2[CH:15]=[C:16]([CH:19]=[CH:20][CH:21]=2)[C:17]#[N:18])[CH2:10]1)[C:3]1[CH:8]=[CH:7][CH:6]=[CH:5][CH:4]=1.[OH-:22].[K+].[OH2:24].C([OH:29])(C)(C)C>>[C:14]([OH:29])(=[O:13])[C:15]([OH:24])=[O:22].[CH3:1][CH:2]([N:9]1[CH2:12][CH:11]([O:13][C:14]2[CH:15]=[C:16]([CH:19]=[CH:20][CH:21]=2)[C:17]([NH2:18])=[O:29])[CH2:10]1)[C:3]1[CH:4]=[CH:5][CH:6]=[CH:7][CH:8]=1 |f:1.2,5.6|. Reported procedure: 3-[1-(α-Methylbenzyl)3-azetidinyloxy]benzonitrile (50.0 g., 0.18 mole) in 500 ml of t-butyl alcohol was treated with 50.0 g. of finely ground potassium hydroxide. The mixture was stirred at reflux for 30 min. Ice and water were added to the reaction mixture and the organic layer was separated and dried over sodium sulfate. The dried filtered solution was concentrated at reduced pressure. The residue was dissolved in methanol and treated with an equivalent of oxalic acid, and the oxalate salt was... Reactants: CCOC(=O)N1CCC(NC(=O)c2cc(Cl)c(C)[nH]2)C(OCC)C1, [K+], NN, [OH-], O, O, OCCO. As a reaction SMILES: [Cl:1][c:2]1[cH:3][c:4]([C:8](=[O:9])[NH:10][CH:11]2[CH:12]([O:22][CH2:23][CH3:24])[CH2:13][N:14]([C:17]([O:18][CH2:19][CH3:20])=[O:21])[CH2:15][CH2:16]2)[nH:5][c:6]1[CH3:7].[K+:26].[NH2:28][NH2:29].[OH-:25].[OH2:27].[OH2:30].[OH:31][CH2:32][CH2:33][OH:34]>>[Cl:1][c:2]1[cH:3][c:4]([C:8](=[O:9])[NH:10][CH:11]2[CH:12]([O:22][CH2:23][CH3:24])[CH2:13][NH:14][CH2:15][CH2:16]2)[nH:5][c:6]1[CH3:7]. Product: CCOC1CNCCC1NC(=O)c1cc(Cl)c(C)[nH]1.